Dataset: the Open Reaction Database (ORD), a public repository of structured organic reaction records. Task: describe an organic reaction: reactants, conditions, products, and yield Yields the product ClC=1C(=C(C=CC1)C1=NOC(=C1C)C(=O)O)F (3-(3-Chloro-2-fluorophenyl)-4-methylisoxazole-5-carboxylic acid). Procedure: Ethyl 3-(3-chloro-2-fluorophenyl)-4-methylisoxazole-5-carboxylate: Ethyl but-2-ynoate (0.725 ml, 6.22 mmol) and Intermediate 46A (0.36 g, 2.074 mmol) were dissolved in acetonitrile (10.37 mL). Magtrieve (1.742 g, 20.74 mmol) was added and the reaction mixture was stirred in a sealed tube at 80° C. After 2 h, the reaction was cooled to rt and then it was filtered through CELITE®, rinsing with EtOAc. The filtrate was concentrated and purified by reverse phase HPLC to afford the desired product (0.... Yield: 2.0%. Reactants: ClC=1C(=C(C=CC1)C1=NOC(=C1C)C(=O)OCC)F (Ethyl 3-(3-chloro-2-fluorophenyl)-4-methylisoxazole-5-carboxylate), C(C#CC)(=O)OCC (Ethyl but-2-ynoate), Intermediate 46A. Run at temperature 80 celsius, time 2 hour. As a reaction SMILES: [Cl:1][C:2]1[C:3]([F:19])=[C:4]([C:8]2[C:12]([CH3:13])=[C:11]([C:14]([O:16]CC)=[O:15])[O:10][N:9]=2)[CH:5]=[CH:6][CH:7]=1.C(OCC)(=O)C#CC>C(#N)C>[Cl:1][C:2]1[C:3]([F:19])=[C:4]([C:8]2[C:12]([CH3:13])=[C:11]([C:14]([OH:16])=[O:15])[O:10][N:9]=2)[CH:5]=[CH:6][CH:7]=1. Solvent: C(C)#N (acetonitrile). Reactants: O=Cc1cc(Br)cc(Br)c1O, O=c1cc(N2CCNCC2)nc[nH]1. Yields the product O=c1cc(N2CCN(Cc3cc(Br)cc(Br)c3O)CC2)nc[nH]1. Reaction SMILES: [Br:14][c:15]1[c:16]([OH:24])[c:17]([CH:18]=[O:19])[cH:20][c:21]([Br:23])[cH:22]1.[N:1]1([c:7]2[cH:8][c:9](=[O:13])[nH:10][cH:11][n:12]2)[CH2:2][CH2:3][NH:4][CH2:5][CH2:6]1>>[N:1]1([c:7]2[cH:8][c:9](=[O:13])[nH:10][cH:11][n:12]2)[CH2:2][CH2:3][N:4]([CH2:18][c:17]2[c:16]([OH:24])[c:15]([Br:14])[cH:22][c:21]([Br:23])[cH:20]2)[CH2:5][CH2:6]1. Reactants: C(C1=CC=CC=C1)N1N=C(C=2C1=NC=NC2NC2=CC(=CC=C2)Cl)C2=CC(=CC=C2)OC (1-benzyl-4-(3-chloro-phenylamino)-3-(3-methoxy-phenyl)-pyrazolo[3,4-d]pyrimidine), [Cl-].[Al+3].[Cl-].[Cl-] (aluminum chloride), ice water. The solvent is C1(=CC=CC=C1)C (toluene). Product: OC=1C=C(C=CC1)C1=NNC2=NC=NC(=C21)NC2=CC(=CC=C2)Cl (3-(3-Hydroxy-phenyl)-4-(3-chloro-phenylamino)-1H-pyrazolo[3,4-d]pyrimidine). Reaction SMILES: C([N:8]1[C:12]2=[N:13][CH:14]=[N:15][C:16]([NH:17][C:18]3[CH:23]=[CH:22][CH:21]=[C:20]([Cl:24])[CH:19]=3)=[C:11]2[C:10]([C:25]2[CH:30]=[CH:29][CH:28]=[C:27]([O:31]C)[CH:26]=2)=[N:9]1)C1C=CC=CC=1.[Cl-].[Al+3].[Cl-].[Cl-]>C1(C)C=CC=CC=1>[OH:31][C:27]1[CH:26]=[C:25]([C:10]2[C:11]3[C:12](=[N:13][CH:14]=[N:15][C:16]=3[NH:17][C:18]3[CH:23]=[CH:22][CH:21]=[C:20]([Cl:24])[CH:19]=3)[NH:8][N:9]=2)[CH:30]=[CH:29][CH:28]=1 |f:1.2.3.4|. Reported procedure: With the exclusion of air and moisture, a mixture of 44.2 mg (0.1 mmol) of 1-benzyl-4-(3-chloro-phenylamino)-3-(3-methoxy-phenyl)-pyrazolo[3,4-d]pyrimidine, 80 mg (0.6 mmol) of anhydrous aluminum chloride and 2 ml of toluene is heated under reflux for 2 hours. The reaction mixture is then poured into ice-water and extracted with ethyl acetate. The organic phase is washed with a saturated solution of sodium hydrogen carbonate in water and with brine, dried over sodium sulfate and concentrated by ... Reactants: ethyl acetate hexanes, BrC=1C=CC(=C(C1)C)F (5-Bromo-2-fluorotoluene), B(OC(C)C)(OC(C)C)OC(C)C (Triisopropyl borate), [Li]CCCC (n-BuLi). Solvent: C1CCOC1 (THF). Run at temperature -78 celsius, time 40 minute. Yields the product FC1=C(C=C(C=C1)B(O)O)C (4-fluoro-3-methylbenzeneboronic acid). The yield is 84.0%. RXN SMILES: Br[C:2]1[CH:3]=[CH:4][C:5]([F:9])=[C:6]([CH3:8])[CH:7]=1.[Li]CCCC.[B:15](OC(C)C)([O:20]C(C)C)[O:16]C(C)C>C1COCC1>[F:9][C:5]1[CH:4]=[CH:3][C:2]([B:15]([OH:20])[OH:16])=[CH:7][C:6]=1[CH3:8]. Reported procedure: 5-Bromo-2-fluorotoluene (6 g, 31.7 mmol) was dissolved in dry THF (50 mL) and cooled to −78° C. under N2. n-BuLi (14 mL, 2.5M solution in THF) was added slowly using a dry syringe. Cloudiness appeared. The reaction was stirred for 40 minutes at −78° C. Triisopropyl borate (22 mL, 95 mmol) was slowly added while stirring. The reaction was allowed to warm to room temperature. Stirring continued for an additional 2 hours. A pale yellow, cloudy solution formed. (TLC (1:2 ethyl acetate/hexanes)) indi...